Dataset: the Open Reaction Database (ORD), a public repository of structured organic reaction records. Task: describe an organic reaction: reactants, conditions, products, and yield RXN SMILES: Br[CH:2]([CH2:11][CH2:12][CH3:13])[C:3](=O)[CH2:4][C:5]([O:7][CH2:8][CH3:9])=[O:6].[C:14]([NH2:22])(=[O:21])[C:15]1[CH:20]=[CH:19][CH:18]=[CH:17][CH:16]=1>>[CH2:8]([O:7][C:5](=[O:6])[CH2:4][C:3]1[N:22]=[C:14]([C:15]2[CH:20]=[CH:19][CH:18]=[CH:17][CH:16]=2)[O:21][C:2]=1[CH2:11][CH2:12][CH3:13])[CH3:9]. Reactants: BrC(C(CC(=O)OCC)=O)CCC (ethyl 4-bromo-3-oxo-heptanoate), C(C1=CC=CC=C1)(=O)N (benzamide). Reported procedure: The title compound was prepared (as described above for the preparation of example 1) from ethyl 4-bromo-3-oxo-heptanoate (2.83 g, 11.4 mmol) and 5.51 g (45 mmol) of benzamide to give 820 mg of Intermediate IC: TLC Rf=0.70 (2/1 hexanes/EtOAc); 1H NMR (CDCl3, 300 MHz) δ7.98 (m, 2H), 7.43-7.4 (m, 3H), 4.18 (q, 2H, J=7.2), 3.56 (s, 2H), 2.66 (t, 2H, J=7.5), 1.76-1.68 (m, 2H), 1.27 (t, 3H, J=7.2), 0.99 (t, 3H, J=7.2); low resolution MS (ES+)m/e 274.1 (MH+). Yields the product C(C)OC(CC=1N=C(OC1CCC)C1=CC=CC=C1)=O (2-[2-phenyl-5-propyl-1,3-oxazol-4-yl]acetic acid ethyl ester), Intermediate.